This data is from the Open Reaction Database (ORD), a public repository of structured organic reaction records. The task is: describe an organic reaction: reactants, conditions, products, and yield The reactants are O (Water), OC=1C=C(C(=O)O)C=CC1C (3-hydroxy-4-methylbenzoic acid), C([O-])([O-])=O.[K+].[K+] (potassium carbonate), C(C1=CC=CC=C1)Br (benzyl bromide). Solvent: CN(C)C=O (DMF). Conditions: time 3 hour. Product: C(C1=CC=CC=C1)OC=1C=C(C(=O)OCC2=CC=CC=C2)C=CC1C (benzyl 3-(benzyloxy)-4-methylbenzoate). Isolated yield 196.8%. Reaction SMILES: [OH:1][C:2]1[CH:3]=[C:4]([CH:8]=[CH:9][C:10]=1[CH3:11])[C:5]([OH:7])=[O:6].C(=O)([O-])[O-].[K+].[K+].[CH2:18](Br)[C:19]1[CH:24]=[CH:23][CH:22]=[CH:21][CH:20]=1.O>CN(C=O)C>[CH2:18]([O:1][C:2]1[CH:3]=[C:4]([CH:8]=[CH:9][C:10]=1[CH3:11])[C:5]([O:7][CH2:5][C:4]1[CH:8]=[CH:9][CH:10]=[CH:2][CH:3]=1)=[O:6])[C:19]1[CH:24]=[CH:23][CH:22]=[CH:21][CH:20]=1 |f:1.2.3|. Reported procedure: To a mixture of 3-hydroxy-4-methylbenzoic acid (2.00 g) and potassium carbonate (5.40 g) in DMF (20 mL) was added dropwise benzyl bromide (4.50 g) at room temperature, and the mixture was stirred for 3 hr. Water was added to the reaction mixture, and the mixture was extracted with ethyl acetate. The extract was washed with saturated brine, and dried over anhydrous sodium sulfate. The solvent was evaporated under reduced pressure to give the title compound (4.30 g) as a colorless oil. This compou... The reactants are C(=O)(O)C1=CC=C(C=C1)B(O)O (4-carboxyphenylboronic acid), ClC1=NC2=CC=C(C=C2C=C1C(F)(F)F)O (2-chloro-3-(trifluoromethyl)quinolin-6-ol), ClC1=NC2=CC=C(C=C2C=C1C(F)(F)F)O (2-chloro-3-(trifluoromethyl)quinolin-6-ol). The product is OC=1C=C2C=C(C(=NC2=CC1)C1=CC=C(C(=O)O)C=C1)C(F)(F)F (4-(6-hydroxy-3-(trifluoromethyl)quinolin-2-yl)benzoic acid). Reaction SMILES: [C:1]([C:4]1[CH:9]=[CH:8][C:7](B(O)O)=[CH:6][CH:5]=1)([OH:3])=[O:2].Cl[C:14]1[C:23]([C:24]([F:27])([F:26])[F:25])=[CH:22][C:21]2[C:16](=[CH:17][CH:18]=[C:19]([OH:28])[CH:20]=2)[N:15]=1>>[OH:28][C:19]1[CH:20]=[C:21]2[C:16](=[CH:17][CH:18]=1)[N:15]=[C:14]([C:7]1[CH:8]=[CH:9][C:4]([C:1]([OH:3])=[O:2])=[CH:5][CH:6]=1)[C:23]([C:24]([F:27])([F:25])[F:26])=[CH:22]2. Reported procedure: Followed Scheme 3: starting with 4-carboxyphenylboronic acid and 2-chloro-3-(trifluoromethyl)quinolin-6-ol (Intermediate 6). 1H NMR (DMSO, 400 MHz): δ 13.10 (brs, 1H), 10.45 (brs, 1H), 8.84 (s, 1H), 8.02 (d, J=8.4 Hz, 2H), 7.97 (d, J=8.8 Hz, 1H), 7.60 (d, J=8.0 Hz, 2H), 7.50 (dd, J=9.2, 2.8 Hz, 1H), 7.40 (d, J=2.8 Hz, 1H). MS (ESI): m/z 333.9 [M+H]+. Reactants: C(CCC)(=O)C=1C=NC2=C(C=CC=C2C1Cl)C (3-Butyryl-4-chloro-8-methylquinoline), COC1=C(N)C=CC=C1 (2-methoxyaniline). Run in O1CCOCC1 (dioxan). Yields the product C(CCC)(=O)C=1C=NC2=CC=CC=C2C1NC1=C(C=CC=C1)OC (3-butyryl-4-(2-methoxy- phenylamino)quinoline). Yield: 86.8%. RXN SMILES: [C:1]([C:6]1[CH:7]=[N:8][C:9]2[C:14]([C:15]=1Cl)=[CH:13][CH:12]=[CH:11][C:10]=2C)(=[O:5])[CH2:2][CH2:3][CH3:4].[CH3:18][O:19][C:20]1[CH:26]=[CH:25][CH:24]=[CH:23][C:21]=1[NH2:22]>O1CCOCC1>[C:1]([C:6]1[CH:7]=[N:8][C:9]2[C:14]([C:15]=1[NH:22][C:21]1[CH:23]=[CH:24][CH:25]=[CH:26][C:20]=1[O:19][CH3:18])=[CH:13][CH:12]=[CH:11][CH:10]=2)(=[O:5])[CH2:2][CH2:3][CH3:4]. Reported procedure: 3-Butyryl-4-chloro-8-methylquinoline (2.33 g, 10 mmol), 2-methoxyaniline (1.69 ml, 15 mmol) and dioxan (10 ml) were heated at reflux for 30 minutes, then allowed to cool. The hydrochloride salt was filtered off, converted to free base and recrystallised from ethanol to give 3-butyryl-4-(2-methoxy- phenylamino)quinoline (2.78 g), m.p. 167°-168°. The reactants are C1COCCO1, COCCOc1nc(N)c2nc(OC)n(CC3CCOCC3)c2n1, CO, Cl, [Na+], [OH-], O. Product: COCCOc1nc(N)c2[nH]c(=O)n(CC3CCOCC3)c2n1. RXN SMILES: [CH2:30]1[O:31][CH2:32][CH2:33][O:34][CH2:35]1.[CH3:1][O:2][c:3]1[n:4]([CH2:18][CH:19]2[CH2:20][CH2:21][O:22][CH2:23][CH2:24]2)[c:5]2[n:6][c:7]([O:13][CH2:14][CH2:15][O:16][CH3:17])[n:8][c:9]([NH2:12])[c:10]2[n:11]1.[CH3:28][OH:29].[ClH:25].[Na+:27].[OH-:26].[OH2:36]>>[O:2]=[c:3]1[n:4]([CH2:18][CH:19]2[CH2:20][CH2:21][O:22][CH2:23][CH2:24]2)[c:5]2[n:6][c:7]([O:13][CH2:14][CH2:15][O:16][CH3:17])[n:8][c:9]([NH2:12])[c:10]2[nH:11]1. Reactants: O=C(Br)CBr, C1CCOC1, CCOC(C)=O, CCN(C(C)C)C(C)C, Nc1cccc(-c2cnc3ccccc3n2)c1. The product is O=C(CBr)Nc1cccc(-c2cnc3ccccc3n2)c1. As a reaction SMILES: [Br:18][CH2:19][C:20](=[O:21])[Br:22].[CH2:32]1[O:33][CH2:34][CH2:35][CH2:36]1.[CH3:37][CH2:38][O:39][C:40](=[O:41])[CH3:42].[CH:23]([N:24]([CH:25]([CH3:26])[CH3:27])[CH2:28][CH3:29])([CH3:30])[CH3:31].[n:1]1[c:2](-[c:11]2[cH:12][c:13]([NH2:17])[cH:14][cH:15][cH:16]2)[cH:3][n:4][c:5]2[cH:6][cH:7][cH:8][cH:9][c:10]12>>[n:1]1[c:2](-[c:11]2[cH:12][c:13]([NH:17][C:20]([CH2:19][Br:18])=[O:21])[cH:14][cH:15][cH:16]2)[cH:3][n:4][c:5]2[cH:6][cH:7][cH:8][cH:9][c:10]12. The reactants are C1CCOC1, CC1(C)NC(=O)N(c2ccc(OC(F)(F)F)cc2)C1=O, CCOC(C)=O, COc1ccc2nccc(CCl)c2c1, [H-], [Na+], O. Yields the product COc1ccc2nccc(CN3C(=O)N(c4ccc(OC(F)(F)F)cc4)C(=O)C3(C)C)c2c1. Reaction SMILES: [CH2:38]1[O:39][CH2:40][CH2:41][CH2:42]1.[CH3:3][C:4]1([CH3:22])[C:5](=[O:21])[N:6]([c:10]2[cH:11][cH:12][c:13]([O:16][C:17]([F:18])([F:19])[F:20])[cH:14][cH:15]2)[C:7](=[O:9])[NH:8]1.[CH3:43][CH2:44][O:45][C:46](=[O:47])[CH3:48].[Cl:23][CH2:24][c:25]1[cH:26][cH:27][n:28][c:29]2[cH:30][cH:31][c:32]([O:35][CH3:36])[cH:33][c:34]12.[H-:1].[Na+:2].[OH2:37]>>[CH3:3][C:4]1([CH3:22])[C:5](=[O:21])[N:6]([c:10]2[cH:11][cH:12][c:13]([O:16][C:17]([F:18])([F:19])[F:20])[cH:14][cH:15]2)[C:7](=[O:9])[N:8]1[CH2:24][c:25]1[cH:26][cH:27][n:28][c:29]2[cH:30][cH:31][c:32]([O:35][CH3:36])[cH:33][c:34]12. Reactants: CCOC(=O)C1(NC(=O)c2cccc3c2CCCC3)Cc2ccccc2C1, CCO, [K+], [OH-], O. Yields the product O=C(NC1(C(=O)O)Cc2ccccc2C1)c1cccc2c1CCCC2. As a reaction SMILES: [CH2:1]([CH3:2])[O:3][C:4](=[O:5])[C:6]1([NH:15][C:16](=[O:17])[c:18]2[cH:19][cH:20][cH:21][c:22]3[c:27]2[CH2:26][CH2:25][CH2:24][CH2:23]3)[CH2:7][c:8]2[cH:9][cH:10][cH:11][cH:12][c:13]2[CH2:14]1.[CH3:31][CH2:32][OH:33].[K+:29].[OH-:28].[OH2:30]>>[O:3]=[C:4]([OH:5])[C:6]1([NH:15][C:16](=[O:17])[c:18]2[cH:19][cH:20][cH:21][c:22]3[c:27]2[CH2:26][CH2:25][CH2:24][CH2:23]3)[CH2:7][c:8]2[cH:9][cH:10][cH:11][cH:12][c:13]2[CH2:14]1. Reactants: C(C)(C)(C)OC(COC1=CC(=CC=C1)C(CC1CC(CC1)O[Si](C)(C)C(C)(C)C)N(C)C(CC1=CC=CC2=C1C=CO2)=O)=O ((3-{1-[(Benzofuran-4-yl-acetyl)-methyl-amino]-2-[3-(tert-butyl-dimethyl-silanyloxy)-cyclopentyl]-ethyl}-phenoxy)-acetic acid tert-butyl ester), [F-].C(CCC)[N+](CCCC)(CCCC)CCCC (tetrabutylammonium fluoride). Solvent: O1CCCC1 (tetrahydrofuran). Conditions: time 2.5 hour. Yields the product C(C)(C)(C)OC(COC1=CC(=CC=C1)C(CC1CC(CC1)O)N(C)C(CC1=CC=CC2=C1C=CO2)=O)=O ({3-[1-[(Benzofuran-4-yl-acetyl)-methyl-amino]-2-(3-hydroxy-cyclopentyl)-ethyl]-phenoxy}-acetic acid tert-butyl ester). As a reaction SMILES: [C:1]([O:5][C:6](=[O:44])[CH2:7][O:8][C:9]1[CH:14]=[CH:13][CH:12]=[C:11]([CH:15]([N:30]([C:32](=[O:43])[CH2:33][C:34]2[C:39]3[CH:40]=[CH:41][O:42][C:38]=3[CH:37]=[CH:36][CH:35]=2)[CH3:31])[CH2:16][CH:17]2[CH2:21][CH2:20][CH:19]([O:22][Si](C(C)(C)C)(C)C)[CH2:18]2)[CH:10]=1)([CH3:4])([CH3:3])[CH3:2].[F-].C([N+](CCCC)(CCCC)CCCC)CCC>O1CCCC1>[C:1]([O:5][C:6](=[O:44])[CH2:7][O:8][C:9]1[CH:14]=[CH:13][CH:12]=[C:11]([CH:15]([N:30]([C:32](=[O:43])[CH2:33][C:34]2[C:39]3[CH:40]=[CH:41][O:42][C:38]=3[CH:37]=[CH:36][CH:35]=2)[CH3:31])[CH2:16][CH:17]2[CH2:21][CH2:20][CH:19]([OH:22])[CH2:18]2)[CH:10]=1)([CH3:4])([CH3:2])[CH3:3] |f:1.2|. Reported procedure: To a solution of Example 36 (0.90 g, 1.45 mmol) in tetrahydrofuran (10 mL) was added tetrabutylammonium fluoride (1.0 M in tetrahydrofuran) (1.45 mL, 1.45 mmol). The reaction was stirred at room temperature under argon for 2.5 hours, then half the solvent was removed in vacuo. After stirring for a further 30 minutes, the reaction was poured into water (15 mL) and brine (70 mL), and extracted with dichloromethane (3×70 mL). The organics were dried (MgSO4) and the solvent removed in vacuo. Column ... The reactants are CC(=O)C1Cc2cc(CCBr)sc2CN1, Cl, Fc1ccc2c(C3CCNCC3)noc2c1. The product is CC(=O)C1Cc2cc(CCN3CCC(c4noc5cc(F)ccc45)CC3)sc2CN1. Reaction SMILES: [C:1]([CH3:2])(=[O:3])[CH:4]1[CH2:5][c:6]2[c:7]([s:10][c:11]([CH2:13][CH2:14][Br:15])[cH:12]2)[CH2:8][NH:9]1.[ClH:16].[F:17][c:18]1[cH:19][c:20]2[c:21]([c:22]([CH:25]3[CH2:26][CH2:27][NH:28][CH2:29][CH2:30]3)[n:23][o:24]2)[cH:31][cH:32]1>>[C:1]([CH3:2])(=[O:3])[CH:4]1[CH2:5][c:6]2[c:7]([s:10][c:11]([CH2:13][CH2:14][N:28]3[CH2:27][CH2:26][CH:25]([c:22]4[c:21]5[c:20]([cH:19][c:18]([F:17])[cH:32][cH:31]5)[o:24][n:23]4)[CH2:30][CH2:29]3)[cH:12]2)[CH2:8][NH:9]1.